This data is from the Open Reaction Database (ORD), a public repository of structured organic reaction records. The task is: describe an organic reaction: reactants, conditions, products, and yield Solvent: CC#N (MeCN). Reported procedure: By treatment of 3-chloro-N-{5-[2-(4-chloro-phenylamino)-pyrimidin-4-yl]-4-methyl-thiazol-2-yl}-propionamide with morpholine. Anal. RP-HPLC: tR=12.7 min (10-70% MeCN, purity >95%). 1H-NMR (CDCl3) δ: 1.50 (m, 2H, CH2), 2.52 (s, 3H, CH3), 3.05-3.78 (m, 8H, CH2), 3.81 (m, 2H, CH2), 7.12 (d, 1H, J=5.5 Hz, pyrimidinyl-H), 7.30 (d, 2H, J=7.0 Hz, Ph-H), 7.80 (d, 2H, J=7.0 Hz, Ph-H), 8.51 (d, 1H, J=5.0 Hz, pyrimidinyl-H), 9.80 (brs, 1H, NH). Reactants: ClCCC(=O)NC=1SC(=C(N1)C)C1=NC(=NC=C1)NC1=CC=C(C=C1)Cl (3-chloro-N-{5-[2-(4-chloro-phenylamino)-pyrimidin-4-yl]-4-methyl-thiazol-2-yl}-propionamide), N1CCOCC1 (morpholine). Reaction SMILES: Cl[CH2:2][CH2:3][C:4]([NH:6][C:7]1[S:8][C:9]([C:13]2[CH:18]=[CH:17][N:16]=[C:15]([NH:19][C:20]3[CH:25]=[CH:24][C:23]([Cl:26])=[CH:22][CH:21]=3)[N:14]=2)=[C:10]([CH3:12])[N:11]=1)=[O:5].[NH:27]1[CH2:32][CH2:31][O:30][CH2:29][CH2:28]1>CC#N>[Cl:26][C:23]1[CH:24]=[CH:25][C:20]([NH:19][C:15]2[N:14]=[C:13]([C:9]3[S:8][C:7]([NH:6][C:4](=[O:5])[CH2:3][CH2:2][N:27]4[CH2:32][CH2:31][O:30][CH2:29][CH2:28]4)=[N:11][C:10]=3[CH3:12])[CH:18]=[CH:17][N:16]=2)=[CH:21][CH:22]=1. Product: ClC1=CC=C(C=C1)NC1=NC=CC(=N1)C1=C(N=C(S1)NC(CCN1CCOCC1)=O)C (N-{5-[2-(4-Chloro-phenylamino)-pyrimidin-4-yl]-4-methyl-thiazol-2-yl}-3-morpholin-4-yl-propionamide).